This data is from the Open Reaction Database (ORD), a public repository of structured organic reaction records. The task is: describe an organic reaction: reactants, conditions, products, and yield Starting materials: Compound 25, ClC1=CC=C(C=C1)C=1C(=NSN1)O (4-(4-chlorophenyl)-3-hydroxy-1,2,5-thiadiazole), C([O-])([O-])=O.[K+].[K+] (potassium carbonate), IC (iodomethane). Run in CN(C=O)C (N,N-dimethylformamide). The product is ClC1=CC=C(C=C1)C=1C(=NSN1)OC (4-(4-chlorophenyl)-3-methoxy-1,2,5-thiadiazole). The yield is 86.3%. Reaction SMILES: [Cl:1][C:2]1[CH:7]=[CH:6][C:5]([C:8]2[C:9]([OH:13])=[N:10][S:11][N:12]=2)=[CH:4][CH:3]=1.[C:14](=O)([O-])[O-].[K+].[K+].IC>CN(C)C=O>[Cl:1][C:2]1[CH:3]=[CH:4][C:5]([C:8]2[C:9]([O:13][CH3:14])=[N:10][S:11][N:12]=2)=[CH:6][CH:7]=1 |f:1.2.3|. Reported procedure: By the method of L. Weinstock, et al., supra, 0.5 g (0.0023 mole) 4-(4-chlorophenyl)-3-hydroxy-1,2,5-thiadiazole, 0.36 g (0.0026 mole) of potassium carbonate and 0.37 g (0.0026 mole) of iodomethane in 15 ml of N,N-dimethylformamide were reacted to produce 0.45 g of 4-(4-chlorophenyl)-3-methoxy-1,2,5-thiadiazole, Compound 25 of Table I. Compounds 22-24, 26-29, 31, 35, 37, and 39-41 were also prepared by this method, except that, in some cases sodium carbonate was used in place of potassium carbon... Solvent: C1CCOC1 (THF), C1CCOC1 (THF). The product is C1(CCCCC1)C1=C(C(C=C1)(C(C)C)C(C)C)CCN(C)C (cyclohexyl-(dimethylaminoethyl)-di-(2-propyl)cyclopentadiene). Procedure details: In a Schlenk vessel, to a solution of cyclohexyldiisopropylcyclopentadiene (9.28 g; 40.0 nmmol) in dry THF (150 mL) at room temperature, a solution of n-butyllithium in hexane (25.0 mL; 1.6 mol/L; 40.0 mmol) was added dropwise. Then, in another Schlenk vessel, a solution of n-butyllithium in hexane (25.0 mL; 1.6 mol/L; 40.0 mmol) was added dropwise to a cold (-78° C.) solution of dimethylaminoethanol (3.56 g; 40.0 mmol) in THF (100 mL). After an hour and a half's stirring at room temperature, th... Reaction SMILES: [CH:1]1([C:7]2[C:11]([CH:15]([CH3:17])[CH3:16])([CH:12]([CH3:14])[CH3:13])[CH:10]=[CH:9][CH:8]=2)CCCC[CH2:2]1.C([Li])CCC.[CH3:23][CH2:24][CH2:25][CH2:26][CH2:27][CH3:28].[CH3:29][N:30](CCO)[CH3:31].S(Cl)(C1C=CC(C)=CC=1)(=O)=O>C1COCC1>[CH:25]1([C:8]2[CH:9]=[CH:10][C:11]([CH:15]([CH3:17])[CH3:16])([CH:12]([CH3:14])[CH3:13])[C:7]=2[CH2:1][CH2:2][N:30]([CH3:31])[CH3:29])[CH2:24][CH2:23][CH2:28][CH2:27][CH2:26]1. Starting materials: C(CCC)[Li] (n-butyllithium), CCCCCC (hexane), CN(C)CCO (dimethylaminoethanol), S(=O)(=O)(C1=CC=C(C)C=C1)Cl (tosyl chloride), C1(CCCCC1)C1=CC=CC1(C(C)C)C(C)C (cyclohexyldiisopropylcyclopentadiene), C(CCC)[Li] (n-butyllithium), CCCCCC (hexane). The yield is 91.6%. Conditions: temperature -78 celsius, time 5 minute.